From a dataset of the Open Reaction Database (ORD), a public repository of structured organic reaction records. describe an organic reaction: reactants, conditions, products, and yield Starting materials: IC1=C(N)C=CC=C1 (2-iodoaniline), CN1CCC(CC1)=O (1-methylpiperidin-4-one), C(C)(=O)O (acetic acid), C(C)(=O)O[BH-](OC(C)=O)OC(C)=O.[Na+] (sodium triacetoxyborohydride). The solvent is ClCCCl (1,2-dichloroethane). Run at time 21 hour. The product is IC1=C(C=CC=C1)NC1CCN(CC1)C (N-(2-Iodophenyl)-1-methylpiperidin-4-amine). Reaction SMILES: [I:1][C:2]1[CH:8]=[CH:7][CH:6]=[CH:5][C:3]=1[NH2:4].[CH3:9][N:10]1[CH2:15][CH2:14][C:13](=O)[CH2:12][CH2:11]1.C(O[BH-](OC(=O)C)OC(=O)C)(=O)C.[Na+].C(O)(=O)C>ClCCCl>[I:1][C:2]1[CH:8]=[CH:7][CH:6]=[CH:5][C:3]=1[NH:4][CH:13]1[CH2:14][CH2:15][N:10]([CH3:9])[CH2:11][CH2:12]1 |f:2.3|. Procedure details: A solution of 2-iodoaniline (1.0 g, 4.57 mmol) in 15 mL 1,2-dichloroethane was treated with 1-methylpiperidin-4-one (530 μL, 4.57 mmol) followed by sodium triacetoxyborohydride (1.55 g, 7.31 mmol) then acetic acid (259 μL). The suspension was stirred at room temperature for 21 hours. After this time, the mixture was cooled to 0° C., quenched with 20 mL 1N NaOH and extracted with 2×100 mL CH2Cl2. The combined organic layer was dried over MgSO4, filtered and concentrated. The residue was subjected... Reactants: BrC=1C=CC(=NC1)NCC1=CC=C(C=C1)Cl ((5-Bromo-pyridin-2-yl)-(4-chloro-benzyl)-amine), C(CCC)[Li] (n-butyllithium), CN(C=O)C (N,N-dimethylformamide), C(C)(C)(C)[Li] (tert-butyllithium). The solvent is O1CCCC1 (tetrahydrofuran), O (water). Conditions: temperature -78 celsius, time 90 minute. Product: ClC1=CC=C(CNC2=CC=C(C=N2)C=O)C=C1 (6-(4-Chloro-benzylamino)-pyridine-3-carbaldehyde). Reaction SMILES: Br[C:2]1[CH:3]=[CH:4][C:5]([NH:8][CH2:9][C:10]2[CH:15]=[CH:14][C:13]([Cl:16])=[CH:12][CH:11]=2)=[N:6][CH:7]=1.C([Li])CCC.C([Li])(C)(C)C.CN(C)[CH:29]=[O:30]>O1CCCC1.O>[Cl:16][C:13]1[CH:14]=[CH:15][C:10]([CH2:9][NH:8][C:5]2[N:6]=[CH:7][C:2]([CH:29]=[O:30])=[CH:3][CH:4]=2)=[CH:11][CH:12]=1. Reported procedure: To (5-Bromo-pyridin-2-yl)-(4-chloro-benzyl)-amine (41, 10.00 g, 0.03360 mol) in tetrahydrofuran (400.0 mL) under an atmosphere of nitrogen at −78° C. was added n-butyllithium (17.5 mL, 2.00M in cyclohexane). After 90 minutes, tert-butyllithium (42.00 mL, 1.70M in hexane) was added to the reaction. After 80 minutes, N,N-dimethylformamide (6.9 mL, 0.089 mol) was added to the reaction. The reaction mixture was stirred at −78° C. for 2 hours, then allowed to warm to room temperature for 1 hour. The ... The reactants are CCOCC, CC(C)(CO)COCC=Cc1ccccc1, ClCCl, O=[Cr](=O)([O-])O[Cr](=O)(=O)[O-], c1cc[nH+]cc1, c1cc[nH+]cc1. Product: CC(C)(C=O)COCC=Cc1ccccc1. RXN SMILES: [CH2:38]([O:39][CH2:40][CH3:41])[CH3:42].[CH3:22][C:23]([CH2:24][OH:25])([CH2:26][O:27][CH2:28][CH:29]=[CH:30][c:31]1[cH:32][cH:33][cH:34][cH:35][cH:36]1)[CH3:37].[Cl:43][CH2:44][Cl:45].[Cr:1]([O:2][Cr:3]([O-:4])(=[O:5])=[O:6])([O-:7])(=[O:8])=[O:9].[nH+:10]1[cH:11][cH:12][cH:13][cH:14][cH:15]1.[nH+:16]1[cH:17][cH:18][cH:19][cH:20][cH:21]1>>[CH3:22][C:23]([CH:24]=[O:25])([CH2:26][O:27][CH2:28][CH:29]=[CH:30][c:31]1[cH:32][cH:33][cH:34][cH:35][cH:36]1)[CH3:37]. Solvent: CO (methanol). RXN SMILES: [CH3:1][N:2]1[CH2:7][C:6](O)=[CH:5][C:4](=[O:9])[CH2:3]1.[CH3:10][O:11][C:12](=[O:17])/[CH:13]=[C:14](\[NH2:16])/[CH3:15].[F:18][C:19]1[C:24]([CH:25]=O)=[C:23]([F:27])[C:22]([F:28])=[C:21]([F:29])[C:20]=1[F:30]>CO>[CH3:10][O:11][C:12]([C:13]1[CH:25]([C:24]2[C:23]([F:27])=[C:22]([F:28])[C:21]([F:29])=[C:20]([F:30])[C:19]=2[F:18])[C:5]2[C:4](=[O:9])[CH2:3][N:2]([CH3:1])[CH2:7][C:6]=2[NH:16][C:14]=1[CH3:15])=[O:17]. Reactants: CN1CC(C=C(C1)O)=O (1-Methyl-3-oxo-5-hydroxy-1,2,3,6-tetrahydropyridine), COC(\C=C(\C)/N)=O (methyl-3-aminocrotonate), FC1=C(C(=C(C(=C1C=O)F)F)F)F (pentafluorobenzaldehyde). Procedure details: 1-Methyl-3-oxo-5-hydroxy-1,2,3,6-tetrahydropyridine (6.36 g.), 5.92 g. of methyl-3-aminocrotonate, 9.8 g. of pentafluorobenzaldehyde and 125 ml. of methanol were refluxed for 4 hours. The reaction mixture was filtered and the filtrate was evaporated to dryness in vacuo. The residue was slurried with ethanol and filtered. Recrystallization from methanol afforded the title compound; m.p. 250°-253° C. dec. Yields the product COC(=O)C1=C(NC=2CN(CC(C2C1C1=C(C(=C(C(=C1F)F)F)F)F)=O)C)C (1,4,5,6,7,8-Hexahydro-2,7-dimethyl-4-[2,3,4,5,6-pentafluorophenyl]-5-oxo-1,7-naphthyridine-3-carboxylic Acid Methyl Ester). Starting materials: C(C)(C)(C)OC(=O)C=1SC(=CC1)CNCC(C)C (5-{[(2-methylpropyl)amino]methyl}thiophene-2-carboxylic acid tert-butyl ester), N1(C=NC=C1)C(=O)NCC=C (N-(1H-imidazol-1-ylcarbonyl)-allylamine), C(C)(C)N(C(C)C)CC (N,N-diisopropylethylamine). Solvent: C(C)#N (acetonitrile). Run at temperature 60 celsius, time 8 hour. Yields the product C(C)(C)(C)OC(=O)C=1SC(=CC1)CN(CC(C)C)C(NCC=C)=O (5-{[N-(allylcarbamoyl)-N-(2-methylpropyl)amino]methyl}thiophene-2-carboxylic acid tert-butyl ester). Isolated yield 100.0%. RXN SMILES: [C:1]([O:5][C:6]([C:8]1[S:9][C:10]([CH2:13][NH:14][CH2:15][CH:16]([CH3:18])[CH3:17])=[CH:11][CH:12]=1)=[O:7])([CH3:4])([CH3:3])[CH3:2].N1([C:24]([NH:26][CH2:27][CH:28]=[CH2:29])=[O:25])C=CN=C1.C(N(CC)C(C)C)(C)C>C(#N)C>[C:1]([O:5][C:6]([C:8]1[S:9][C:10]([CH2:13][N:14]([C:24](=[O:25])[NH:26][CH2:27][CH:28]=[CH2:29])[CH2:15][CH:16]([CH3:18])[CH3:17])=[CH:11][CH:12]=1)=[O:7])([CH3:4])([CH3:3])[CH3:2]. Procedure details: 5-{[(2-Methylpropyl)amino]methyl}thiophene-2-carboxylic acid tert-butyl ester (0.55 g, 2.0 mmol) obtained in Example 24, step 1 and N-(1H-imidazol-1-ylcarbonyl)-allylamine (0.49 g, 3.2 mmol) obtained in step 1 were dissolved in acetonitrile (20 ml), N,N-diisopropylethylamine (0.56 mL, 3.2 mmol) was added, and the mixture was stirred at 60° C. overnight. The reaction mixture was concentrated under reduced pressure and the obtained residue was purified by column chromatography (hexane/ethyl acetat...